This data is from the Open Reaction Database (ORD), a public repository of structured organic reaction records. The task is: describe an organic reaction: reactants, conditions, products, and yield Starting materials: C(C)OC(=O)C1=CC=C(CN2C(=NC=3C=NC=CC32)C)C=C1 (1-(4-Ethoxycarbonylbenzyl)-2-methylimidazo[4,5-c]pyridine), [Cl-].[NH4+] (ammonium chloride), [H-].[Al+3].[Li+].[H-].[H-].[H-] (lithium aluminium hydride), O (water). Solvent: O1CCCC1 (tetrahydrofuran). Reaction conditions: time 1 hour. Product: OCC1=CC=C(CN2C(=NC=3C=NC=CC32)C)C=C1 (1-[4-(Hydroxymethyl)benzyl]-2-methylimidazo[4,5-c]pyridine). Isolated yield 37.3%. RXN SMILES: C([O:3][C:4]([C:6]1[CH:22]=[CH:21][C:9]([CH2:10][N:11]2[C:19]3[CH:18]=[CH:17][N:16]=[CH:15][C:14]=3[N:13]=[C:12]2[CH3:20])=[CH:8][CH:7]=1)=O)C.[H-].[Al+3].[Li+].[H-].[H-].[H-].O.[Cl-].[NH4+]>O1CCCC1>[OH:3][CH2:4][C:6]1[CH:7]=[CH:8][C:9]([CH2:10][N:11]2[C:19]3[CH:18]=[CH:17][N:16]=[CH:15][C:14]=3[N:13]=[C:12]2[CH3:20])=[CH:21][CH:22]=1 |f:1.2.3.4.5.6,8.9|. Procedure: 1-(4-Ethoxycarbonylbenzyl)-2-methylimidazo[4,5-c]pyridine (2.0 g) was suspended in tetrahydrofuran (50 ml) under N2 and lithium aluminium hydride (0.16 g) was added portionwise over 5 minutes. The mixture was stirred at room temperature for 1 hour and then water was added cautiously, followed by saturated ammonium chloride solution. The mixture was extracted with ethyl acetate (3×50 ml) and the combined extracts were dried over Na2SO4, filtered and evaporated under vacuum. The residue was chroma... Starting materials: BrC1=C(C=C(C=C1)N1C(=CC=C1C1=CC=C(C=C1)S(=O)(=O)C)C)Cl (1-(4-bromo-3-chlorophenyl)-2-methyl-5-[4-(methylsulfonyl)phenyl]-1H-pyrrole), O1C=C(C=C1)B(O)O (3-furanboronic acid). The product is ClC=1C=C(C=CC1C1=COC=C1)N1C(=CC=C1C1=CC=C(C=C1)S(=O)(=O)C)C (1-[3-Chloro-4-(3-furyl)phenyl]-2-methyl-5-[4-(methylsulfonyl)phenyl]-1H-pyrrole). RXN SMILES: Br[C:2]1[CH:7]=[CH:6][C:5]([N:8]2[C:12]([C:13]3[CH:18]=[CH:17][C:16]([S:19]([CH3:22])(=[O:21])=[O:20])=[CH:15][CH:14]=3)=[CH:11][CH:10]=[C:9]2[CH3:23])=[CH:4][C:3]=1[Cl:24].[O:25]1[CH:29]=[CH:28][C:27](B(O)O)=[CH:26]1>>[Cl:24][C:3]1[CH:4]=[C:5]([N:8]2[C:12]([C:13]3[CH:18]=[CH:17][C:16]([S:19]([CH3:22])(=[O:21])=[O:20])=[CH:15][CH:14]=3)=[CH:11][CH:10]=[C:9]2[CH3:23])[CH:6]=[CH:7][C:2]=1[C:27]1[CH:28]=[CH:29][O:25][CH:26]=1. Reported procedure: The title compound was prepared according to the procedure of Example 35 using 1-(4-bromo-3-chlorophenyl)-2-methyl-5-[4-(methylsulfonyl)phenyl]-1H-pyrrole instead of 1-(4-bromophenyl)-2-[3-fluoro-4-(methylsulfonyl)phenyl]-5-methyl-1H-pyrrole and 3-furanboronic acid instead of 2-furanboronic acid in step 4. Procedure details: Trifluoromethanesulfonic anhydride (20.1 mL) was added at 0° C. to a mixture of ethyl 4′-fluoro-2-hydroxy-6-propoxybiphenyl-4-carboxylate (31.5 g) and pyridine (200 mL), and the resultant mixture was stirred at the same temperature as above for 20 minutes. The reaction mixture was passed through a short silica gel (NH) column, and the solvent was distilled off under reduced pressure. The obtained residue was purified by silica gel column chromatography (hexane/ethyl acetate) to obtain the title ... Yields the product FC1=CC=C(C=C1)C1=C(C=C(C=C1OS(=O)(=O)C(F)(F)F)C(=O)OCC)OCCC (Ethyl 4′-fluoro-2-propoxy-6-(((trifluoromethyl)sulfonyl)oxy)biphenyl-4-carboxylate). Solvent: N1=CC=CC=C1 (pyridine). Starting materials: FC(S(=O)(=O)OS(=O)(=O)C(F)(F)F)(F)F (Trifluoromethanesulfonic anhydride), FC1=CC=C(C=C1)C1=C(C=C(C=C1OCCC)C(=O)OCC)O (ethyl 4′-fluoro-2-hydroxy-6-propoxybiphenyl-4-carboxylate), resultant mixture. Reaction SMILES: FC(F)(F)S([O:6][S:7]([C:10]([F:13])([F:12])[F:11])(=[O:9])=[O:8])(=O)=O.[F:16][C:17]1[CH:22]=[CH:21][C:20]([C:23]2[C:28]([O:29][CH2:30][CH2:31][CH3:32])=[CH:27][C:26]([C:33]([O:35][CH2:36][CH3:37])=[O:34])=[CH:25][C:24]=2O)=[CH:19][CH:18]=1>N1C=CC=CC=1>[F:16][C:17]1[CH:18]=[CH:19][C:20]([C:23]2[C:24]([O:6][S:7]([C:10]([F:11])([F:12])[F:13])(=[O:8])=[O:9])=[CH:25][C:26]([C:33]([O:35][CH2:36][CH3:37])=[O:34])=[CH:27][C:28]=2[O:29][CH2:30][CH2:31][CH3:32])=[CH:21][CH:22]=1. Reactants: COc1cc(C(=O)c2c(C)c(OCc3ccccc3)c3ccccn23)ccc1[N+](=O)[O-], O=C(O)C(F)(F)F. Yields the product COc1cc(C(=O)c2c(C)c(O)c3ccccn23)ccc1[N+](=O)[O-]. Reaction SMILES: [CH2:1]([c:2]1[cH:3][cH:4][cH:5][cH:6][cH:7]1)[O:8][c:9]1[c:10]([CH3:31])[c:11]([C:18](=[O:19])[c:20]2[cH:21][c:22]([O:29][CH3:30])[c:23]([N+:26](=[O:27])[O-:28])[cH:24][cH:25]2)[n:12]2[cH:13][cH:14][cH:15][cH:16][c:17]12.[OH:32][C:33]([C:34]([F:35])([F:36])[F:37])=[O:38]>>[OH:8][c:9]1[c:10]([CH3:31])[c:11]([C:18](=[O:19])[c:20]2[cH:21][c:22]([O:29][CH3:30])[c:23]([N+:26](=[O:27])[O-:28])[cH:24][cH:25]2)[n:12]2[cH:13][cH:14][cH:15][cH:16][c:17]12. The reactants are CC#N, O=c1[nH]c2c(Cl)nc(-n3cnc4ccc(F)cc43)nc2n1C1CCC(OC2CCCCO2)CC1, CI. Product: Cn1c(=O)n(C2CCC(OC3CCCCO3)CC2)c2nc(-n3cnc4ccc(F)cc43)nc(Cl)c21. As a reaction SMILES: [CH3:37][C:38]#[N:39].[Cl:1][c:2]1[c:3]2[nH:4][c:5](=[O:34])[n:6]([CH:21]3[CH2:22][CH2:23][CH:24]([O:27][CH:28]4[O:29][CH2:30][CH2:31][CH2:32][CH2:33]4)[CH2:25][CH2:26]3)[c:7]2[n:8][c:9](-[n:11]2[cH:12][n:13][c:14]3[c:15]2[cH:16][c:17]([F:20])[cH:18][cH:19]3)[n:10]1.[I:35][CH3:36]>>[Cl:1][c:2]1[c:3]2[n:4]([CH3:36])[c:5](=[O:34])[n:6]([CH:21]3[CH2:22][CH2:23][CH:24]([O:27][CH:28]4[O:29][CH2:30][CH2:31][CH2:32][CH2:33]4)[CH2:25][CH2:26]3)[c:7]2[n:8][c:9](-[n:11]2[cH:12][n:13][c:14]3[c:15]2[cH:16][c:17]([F:20])[cH:18][cH:19]3)[n:10]1.